From a dataset of the Open Reaction Database (ORD), a public repository of structured organic reaction records. describe an organic reaction: reactants, conditions, products, and yield Starting materials: CC(=O)[O-], CC(=O)[O-], CCCCN(CCCC)CCCC, CN(C)C=O, CCOC(C)=O, O=CO, CCc1cc2c(OS(=O)(=O)C(F)(F)F)c(CCc3ccccc3)c(=O)n(Cc3ccc(-c4ccccc4C#N)cc3)c2s1, [Pd+2], c1ccc(P(c2ccccc2)c2ccccc2)cc1. The product is CCc1cc2cc(CCc3ccccc3)c(=O)n(Cc3ccc(-c4ccccc4C#N)cc3)c2s1. Reaction SMILES: [C:87]([O-:88])(=[O:89])[CH3:90].[C:92]([O-:93])(=[O:94])[CH3:95].[CH3:63][CH2:64][CH2:65][CH2:66][N:67]([CH2:68][CH2:69][CH2:70][CH3:71])[CH2:72][CH2:73][CH2:74][CH3:75].[CH3:76][N:77]([CH3:78])[CH:79]=[O:80].[CH3:81][CH2:82][O:83][C:84](=[O:85])[CH3:86].[CH:96]([OH:97])=[O:98].[F:1][C:2]([F:3])([F:4])[S:5]([O:6][c:7]1[c:8]2[c:9]([n:10]([CH2:22][c:23]3[cH:24][cH:25][c:26](-[c:29]4[c:30]([C:35]#[N:36])[cH:31][cH:32][cH:33][cH:34]4)[cH:27][cH:28]3)[c:11](=[O:21])[c:12]1[CH2:13][CH2:14][c:15]1[cH:16][cH:17][cH:18][cH:19][cH:20]1)[s:37][c:38]([CH2:40][CH3:41])[cH:39]2)(=[O:42])=[O:43].[Pd+2:91].[c:44]1([P:45]([c:46]2[cH:47][cH:48][cH:49][cH:50][cH:51]2)[c:52]2[cH:53][cH:54][cH:55][cH:56][cH:57]2)[cH:58][cH:59][cH:60][cH:61][cH:62]1>>[cH:7]1[c:8]2[c:9]([n:10]([CH2:22][c:23]3[cH:24][cH:25][c:26](-[c:29]4[c:30]([C:35]#[N:36])[cH:31][cH:32][cH:33][cH:34]4)[cH:27][cH:28]3)[c:11](=[O:21])[c:12]1[CH2:13][CH2:14][c:15]1[cH:16][cH:17][cH:18][cH:19][cH:20]1)[s:37][c:38]([CH2:40][CH3:41])[cH:39]2. Reactants: COc1ccc2nc(C)ccc2c1, Clc1ccccc1, CC(C)(C#N)N=NC(C)(C)C#N, O=C1CCC(=O)N1Br. The product is COc1ccc2nc(CBr)ccc2c1. Reaction SMILES: [CH3:1][O:2][c:3]1[cH:4][c:5]2[cH:6][cH:7][c:8]([CH3:13])[n:9][c:10]2[cH:11][cH:12]1.[Cl:34][c:35]1[cH:36][cH:37][cH:38][cH:39][cH:40]1.[N:22]#[C:23][C:24]([N:25]=[N:26][C:27]([C:28]#[N:29])([CH3:30])[CH3:31])([CH3:32])[CH3:33].[O:14]=[C:15]1[N:16]([Br:21])[C:17](=[O:18])[CH2:19][CH2:20]1>>[CH3:1][O:2][c:3]1[cH:4][c:5]2[cH:6][cH:7][c:8]([CH2:13][Br:21])[n:9][c:10]2[cH:11][cH:12]1. Starting materials: C(C1=CC=CC=C1)N(C(CCC1=CC=C(C=C1)O)=O)CCCCCC (N-benzyl-N-hexyl-3-(4-hydroxyphenyl)propanamide), BrCC1=C(C(=O)OC)C=CC=C1 (methyl 2-(bromomethyl)benzoate), C([O-])([O-])=O.[K+].[K+] (potassium carbonate). The solvent is C(C)#N (acetonitrile). Conditions: temperature 66 celsius, time 8 hour. Product: C(C1=CC=CC=C1)N(C(CCC1=CC=C(OCC2=C(C(=O)OC)C=CC=C2)C=C1)=O)CCCCCC (Methyl 2-[(4-{3-[benzyl(hexyl)amino]-3-oxopropyl}phenoxy)methyl]benzoate). Isolated yield 34.6%. RXN SMILES: [CH2:1]([N:8]([CH2:20][CH2:21][CH2:22][CH2:23][CH2:24][CH3:25])[C:9](=[O:19])[CH2:10][CH2:11][C:12]1[CH:17]=[CH:16][C:15]([OH:18])=[CH:14][CH:13]=1)[C:2]1[CH:7]=[CH:6][CH:5]=[CH:4][CH:3]=1.Br[CH2:27][C:28]1[CH:37]=[CH:36][CH:35]=[CH:34][C:29]=1[C:30]([O:32][CH3:33])=[O:31].C(=O)([O-])[O-].[K+].[K+]>C(#N)C>[CH2:1]([N:8]([CH2:20][CH2:21][CH2:22][CH2:23][CH2:24][CH3:25])[C:9](=[O:19])[CH2:10][CH2:11][C:12]1[CH:13]=[CH:14][C:15]([O:18][CH2:27][C:28]2[CH:37]=[CH:36][CH:35]=[CH:34][C:29]=2[C:30]([O:32][CH3:33])=[O:31])=[CH:16][CH:17]=1)[C:2]1[CH:3]=[CH:4][CH:5]=[CH:6][CH:7]=1 |f:2.3.4|. Reported procedure: N-benzyl-N-hexyl-3-(4-hydroxyphenyl)propanamide (183 mg, 0.54 mmol), methyl 2-(bromomethyl)benzoate (136 mg, 0.59 mmol) and potassium carbonate (112 mg, 0.81 mmol) were mixed in acetonitrile. The mixture was stirred at 66° C. overnight. The solvent was evaporated under reduced pressure and the residue was dissolved in ethyl acetate. The organic phase was washed (water ×2, brine ×1), dried (Na2SO4) and evaporated. Further purification by preparative HPLC (using a gradient of CH3CN/10% CH3CN-water... Reactants: C1CCOC1, [Li]C, CCOCC, O=Cc1cccc2c1OCO2. Yields the product CC(O)c1cccc2c1OCO2. Reaction SMILES: [CH2:14]1[O:15][CH2:16][CH2:17][CH2:18]1.[CH3:12][Li:13].[CH3:19][CH2:20][O:21][CH2:22][CH3:23].[O:1]1[CH2:2][O:3][c:4]2[c:5]1[cH:6][cH:7][cH:8][c:9]2[CH:10]=[O:11]>>[O:1]1[CH2:2][O:3][c:4]2[c:5]1[cH:6][cH:7][cH:8][c:9]2[CH:10]([OH:11])[CH3:12].